Dataset: the Open Reaction Database (ORD), a public repository of structured organic reaction records. Task: describe an organic reaction: reactants, conditions, products, and yield Starting materials: C1CCOC1, CCOC(C)=O, C[Si](C)(C)CCOCn1cnc(Cl)c1C(=O)NCc1ccc(Cl)c(Oc2cc(C#N)c(F)cc2[N+](=O)[O-])c1F, O. Product: C[Si](C)(C)CCOCn1cnc(Cl)c1C(=O)NCc1ccc(Cl)c(Oc2cc(C#N)c(F)cc2N)c1F. RXN SMILES: [CH2:41]1[O:42][CH2:43][CH2:44][CH2:45]1.[CH3:46][CH2:47][O:48][C:49]([CH3:50])=[O:51].[Cl:1][c:2]1[n:3][cH:4][n:5]([CH2:32][O:33][CH2:34][CH2:35][Si:36]([CH3:37])([CH3:38])[CH3:39])[c:6]1[C:7](=[O:8])[NH:9][CH2:10][c:11]1[c:12]([F:31])[c:13]([O:18][c:19]2[c:20]([N+:28]([O-:29])=[O:30])[cH:21][c:22]([F:27])[c:23]([C:25]#[N:26])[cH:24]2)[c:14]([Cl:17])[cH:15][cH:16]1.[OH2:40]>>[Cl:1][c:2]1[n:3][cH:4][n:5]([CH2:32][O:33][CH2:34][CH2:35][Si:36]([CH3:37])([CH3:38])[CH3:39])[c:6]1[C:7](=[O:8])[NH:9][CH2:10][c:11]1[c:12]([F:31])[c:13]([O:18][c:19]2[c:20]([NH2:28])[cH:21][c:22]([F:27])[c:23]([C:25]#[N:26])[cH:24]2)[c:14]([Cl:17])[cH:15][cH:16]1. The yield is 85.0%. The product is 13, OC1=CC=C(C=C1)N1CCN(CC1)C1=CC=C(C=C1)N1NC(N(C1=O)CCC)C (4,5-dihydro-2-[4-[4-(4-hydroxyphenyl)-1-piperazinyl]phenyl]-5-methyl-4-propyl-3H-1,2,4-triazol-3-one). Reaction SMILES: C[O:2][C:3]1[CH:8]=[CH:7][C:6]([N:9]2[CH2:14][CH2:13][N:12]([C:15]3[CH:20]=[CH:19][C:18]([N:21]4[C:25](=[O:26])[N:24]([CH2:27][CH2:28][CH3:29])[CH:23]([CH3:30])[NH:22]4)=[CH:17][CH:16]=3)[CH2:11][CH2:10]2)=[CH:5][CH:4]=1.Br>O>[OH:2][C:3]1[CH:8]=[CH:7][C:6]([N:9]2[CH2:10][CH2:11][N:12]([C:15]3[CH:16]=[CH:17][C:18]([N:21]4[C:25](=[O:26])[N:24]([CH2:27][CH2:28][CH3:29])[CH:23]([CH3:30])[NH:22]4)=[CH:19][CH:20]=3)[CH2:13][CH2:14]2)=[CH:5][CH:4]=1. Starting materials: 16, COC1=CC=C(C=C1)N1CCN(CC1)C1=CC=C(C=C1)N1NC(N(C1=O)CCC)C (4,5-dihydro-2-[4-[4-(4-methoxyphenyl)-1-piperazinyl]phenyl]-5-methyl-4-propyl-3H-1,2,4-triazol-3-one), Br (hydrobromic acid). The solvent is O (water). Procedure: A mixture of 16 parts of 4,5-dihydro-2-[4-[4-(4-methoxyphenyl)-1-piperazinyl]phenyl]-5-methyl-4-propyl-3H-1,2,4-triazol-3-one and 375 parts of a hydrobromic acid solution 48% in water was stirred and refluxed for 4 hours. After cooling, the precipitated product was filtered off and dissolved in a mixture of methanol and water. The whole was neutralised with a sodium hydrogen carbonate solution. The precipitated product was filtered off and crystallized from 1,4-dioxane, yielding 13 parts (85%) o...